Dataset: the Open Reaction Database (ORD), a public repository of structured organic reaction records. Task: describe an organic reaction: reactants, conditions, products, and yield Reactants: FC(C(=O)O)(F)F (trifluoroacetic acid), C(=O)(OC(C)(C)C)N[C@@H](C(C)C)C(=O)OC[C@@H](CN1C=2N=C(NC(C2N=C1)=O)N)CCOC(CCCCCCCCCCCCCCCCC)=O ((R)-9-[2-(N-Boc-L-valyloxymethyl)-4-(stearoyloxy)butyl]guanine). Run at time 1 hour. Yields the product N[C@@H](C(C)C)C(=O)OC[C@@H](CN1C=2N=C(NC(C2N=C1)=O)N)CCOC(CCCCCCCCCCCCCCCCC)=O ((R)-9-[2-(L-Valyloxymethyl)-4-(stearoyloxy)butyl]guanine), FC(C(=O)[O-])(F)F (trifluoracetate). Reaction SMILES: [F:1][C:2]([F:7])([F:6])[C:3]([OH:5])=[O:4].C([NH:15][C@H:16]([C:20]([O:22][CH2:23][C@H:24]([CH2:37][CH2:38][O:39][C:40](=[O:58])[CH2:41][CH2:42][CH2:43][CH2:44][CH2:45][CH2:46][CH2:47][CH2:48][CH2:49][CH2:50][CH2:51][CH2:52][CH2:53][CH2:54][CH2:55][CH2:56][CH3:57])[CH2:25][N:26]1[CH:34]=[N:33][C:32]2[C:31](=[O:35])[NH:30][C:29]([NH2:36])=[N:28][C:27]1=2)=[O:21])[CH:17]([CH3:19])[CH3:18])(OC(C)(C)C)=O>>[NH2:15][C@H:16]([C:20]([O:22][CH2:23][C@H:24]([CH2:37][CH2:38][O:39][C:40](=[O:58])[CH2:41][CH2:42][CH2:43][CH2:44][CH2:45][CH2:46][CH2:47][CH2:48][CH2:49][CH2:50][CH2:51][CH2:52][CH2:53][CH2:54][CH2:55][CH2:56][CH3:57])[CH2:25][N:26]1[CH:34]=[N:33][C:32]2[C:31](=[O:35])[NH:30][C:29]([NH2:36])=[N:28][C:27]1=2)=[O:21])[CH:17]([CH3:19])[CH3:18].[F:1][C:2]([F:7])([F:6])[C:3]([O-:5])=[O:4]. Procedure: Chilled trifluoroacetic acid (2.0 g) was added to (R)-9-[2-(N-Boc-L-valyloxymethyl)-4-(stearoyloxy)butyl]guanine (180 mg; 0.25 mmol) and the solution kept at room temperature for 1 h, evaporated to a small volume, and lyophilized repeatedly with dioxane until a white amorphous powder was obtained. The yield of title compound, obtained as the trifluoracetate salt, was quantitative. Reactants: O=C(Nc1nc2cccc(Br)n2n1)C1CC1, [H-], [Na+], Sc1ccccc1. The product is O=C(Nc1nc2cccc(Sc3ccccc3)n2n1)C1CC1. As a reaction SMILES: [Br:10][c:11]1[cH:12][cH:13][cH:14][c:15]2[n:16]1[n:17][c:18]([NH:20][C:21](=[O:22])[CH:23]1[CH2:24][CH2:25]1)[n:19]2.[H-:1].[Na+:2].[SH:3][c:4]1[cH:5][cH:6][cH:7][cH:8][cH:9]1>>[S:3]([c:4]1[cH:5][cH:6][cH:7][cH:8][cH:9]1)[c:11]1[cH:12][cH:13][cH:14][c:15]2[n:16]1[n:17][c:18]([NH:20][C:21](=[O:22])[CH:23]1[CH2:24][CH2:25]1)[n:19]2. The reactants are C(C)I (ethyl iodide), C(C)(=O)N1CCC(CC1)OCCC1=C(C=CC=C1)O (N-Acetyl-4-(2-hydroxyphenethyloxy)piperidine), C(OC)COC (dimethoxyethane), [H-].[Na+] (sodium hydride). Run in C(C)(C)O (Isopropanol), CN(C=O)C (dimethylformamide), CN(C=O)C (dimethylformamide), CN(C=O)C (dimethylformamide). Conditions: time 3.5 hour. Yields the product C(C)(=O)N1CCC(CC1)OCCC1=C(C=CC=C1)OCC (N-acetyl-4-(2-ethoxyphenethyloxy)piperidine). The yield is 536.1%. RXN SMILES: [C:1]([N:4]1[CH2:9][CH2:8][CH:7]([O:10][CH2:11][CH2:12][C:13]2[CH:18]=[CH:17][CH:16]=[CH:15][C:14]=2[OH:19])[CH2:6][CH2:5]1)(=[O:3])[CH3:2].[CH2:20]([CH2:23]OC)OC.[H-].[Na+].C(I)C>CN(C)C=O.C(O)(C)C>[C:1]([N:4]1[CH2:5][CH2:6][CH:7]([O:10][CH2:11][CH2:12][C:13]2[CH:18]=[CH:17][CH:16]=[CH:15][C:14]=2[O:19][CH2:20][CH3:23])[CH2:8][CH2:9]1)(=[O:3])[CH3:2] |f:2.3|. Reported procedure: N-Acetyl-4-(2-hydroxyphenethyloxy)piperidine (8.0 g.) and dimethoxyethane (0.3 g.) in dry dimethylformamide (50 ml.) were added dropwise to a stirred suspension of sodium hydride (2.96 g., 50% dispersion in mineral oil) in dry dimethylformamide (50 ml.). The suspension was stirred at room temperature for 3.5 hours, cooled to 0°-5° C. then a solution of ethyl iodide (9.6 g.) in dimethylformamide (25 ml.) added dropwise. The mixture was allowed to warm to room temperature (20° C.), then stirred at... Reactants: C#C[Sn](CCCC)(CCCC)CCCC, Cc1ccccc1, CCOC(=O)C1=Cc2cc(Cl)c(Oc3ccc(I)cc3C)cc2OC1C(F)(F)F. Yields the product C#Cc1ccc(Oc2cc3c(cc2Cl)C=C(C(=O)OCC)C(C(F)(F)F)O3)c(C)c1. RXN SMILES: [CH2:30]([CH2:31][CH2:43][CH3:44])[Sn:32]([CH2:33][CH2:34][CH2:35][CH3:36])([CH2:37][CH2:38][CH2:39][CH3:40])[C:41]#[CH:42].[CH3:45][c:46]1[cH:47][cH:48][cH:49][cH:50][cH:51]1.[Cl:1][c:2]1[cH:3][c:4]2[c:9]([cH:10][c:11]1[O:12][c:13]1[c:14]([CH3:20])[cH:15][c:16]([I:19])[cH:17][cH:18]1)[O:8][CH:7]([C:21]([F:22])([F:23])[F:24])[C:6]([C:25](=[O:26])[O:27][CH2:28][CH3:29])=[CH:5]2>>[Cl:1][c:2]1[cH:3][c:4]2[c:9]([cH:10][c:11]1[O:12][c:13]1[c:14]([CH3:20])[cH:15][c:16]([C:30]#[CH:31])[cH:17][cH:18]1)[O:8][CH:7]([C:21]([F:22])([F:23])[F:24])[C:6]([C:25](=[O:26])[O:27][CH2:28][CH3:29])=[CH:5]2. As a reaction SMILES: [NH2:1][C:2]1[C:10]2[C:5](=[CH:6][CH:7]=[C:8]([NH:11][C:12]([NH:14][CH2:15][C:16]3[CH:21]=[CH:20][CH:19]=[C:18]([O:22]C)[CH:17]=3)=[O:13])[CH:9]=2)[NH:4][N:3]=1.B(Br)(Br)Br>C(Cl)Cl>[NH2:1][C:2]1[C:10]2[C:5](=[CH:6][CH:7]=[C:8]([NH:11][C:12]([NH:14][CH2:15][C:16]3[CH:21]=[CH:20][CH:19]=[C:18]([OH:22])[CH:17]=3)=[O:13])[CH:9]=2)[NH:4][N:3]=1. Conditions: time 2 day. Solvent: C(Cl)Cl (DCM). Yields the product NC1=NNC2=CC=C(C=C12)NC(=O)NCC1=CC(=CC=C1)O (1-(3-amino-1H-indazol-5-yl)-3-(3-hydroxybenzyl)urea). The reactants are NC1=NNC2=CC=C(C=C12)NC(=O)NCC1=CC(=CC=C1)OC (1-(3-amino-1H-indazol-5-yl)-3-(3-methoxybenzyl)urea), B(Br)(Br)Br (BBr3). Procedure details: 500 mg of 1-(3-amino-1H-indazol-5-yl)-3-(3-methoxybenzyl)urea are suspended in 10 ml of DCM, and 916 μl of BBr3 are added. After two days at RT, the mixture is carefully quenched using 1 ml of methanol and evaporated to dryness. Purification by silica-gel chromatography (eluent: DCM/MeOH 4:1) gives 400 mg of 1-(3-amino-1H-indazol-5-yl)-3-(3-hydroxybenzyl)urea (“A2) as a virtually colourless solid (84%); MS-FAB (M+H+)=298. The yield is 83.8%. Starting materials: BrC=1C=CC2=C(C=3N(CCO2)C(=C(N3)C(=O)N)CN3C(CCC3)=O)C1 (10-bromo-3-((2-oxopyrrolidin-1-yl)methyl)-5,6-dihydrobenzo[f]imidazo[1,2-d][1,4]oxazepine-2-carboxamide), CC(C)(C#C)O (2-methylbut-3-yn-2-ol), BrC=1C=CC2=C(C=3N(CCO2)C(=C(N3)C(=O)N)CN3C(=NC=C3)C)C1 (10-bromo-3-((2-methyl-1H-imidazol-1-yl)methyl)-5,6-dihydrobenzo[f]imidazo[1,2-d][1,4]oxazepine-2-carboxamide), N1C(CCC1)=O (2-pyrrolidinone). Yields the product OC(C#CC=1C=CC2=C(C=3N(CCO2)C(=C(N3)C(=O)N)CN3C(CCC3)=O)C1)(C)C (10-(3-hydroxy-3-methylbut-1-yn-1-yl)-3-((2-oxopyrrolidin-1-yl)methyl)-5,6-dihydrobenzo[f]imidazo[1,2-d][1,4]oxazepine-2-carboxamide). The yield is 63.0%. Reaction SMILES: Br[C:2]1[CH:3]=[CH:4][C:5]2[O:11][CH2:10][CH2:9][N:8]3[C:12]([CH2:18][N:19]4[CH2:23][CH2:22][CH2:21][C:20]4=[O:24])=[C:13]([C:15]([NH2:17])=[O:16])[N:14]=[C:7]3[C:6]=2[CH:25]=1.BrC1C=CC2OCCN3C(CN4C=CN=C4C)=C(C(N)=O)N=C3C=2C=1.N1CCCC1=O.[CH3:57][C:58]([OH:62])([C:60]#[CH:61])[CH3:59]>>[OH:62][C:58]([CH3:59])([CH3:57])[C:60]#[C:61][C:2]1[CH:3]=[CH:4][C:5]2[O:11][CH2:10][CH2:9][N:8]3[C:12]([CH2:18][N:19]4[CH2:23][CH2:22][CH2:21][C:20]4=[O:24])=[C:13]([C:15]([NH2:17])=[O:16])[N:14]=[C:7]3[C:6]=2[CH:25]=1. Procedure details: Similar to as described in General Procedure G, 10-bromo-3-((2-oxopyrrolidin-1-yl)methyl)-5,6-dihydrobenzo[f]imidazo[1,2-d][1,4]oxazepine-2-carboxamide (prepared similarly as described in the synthesis of 10-bromo-3-((2-methyl-1H-imidazol-1-yl)methyl)-5,6-dihydrobenzo[f]imidazo[1,2-d][1,4]oxazepine-2-carboxamide replacing 2-methylimidazole with 2-pyrrolidinone) was reacted with 2-methylbut-3-yn-2-ol to give the titled compound as a colorless solid (64 mg, 63%). Starting materials: C(C)OC1=C(C=CC=C1)C1=C(C=C(C=C1)C#N)[N+](=O)[O-] (2′-ethoxy-2-nitrobiphenyl-4-carbonitrile), B.C1CCOC1 (BH3.THF), O.C1CCOC1 (H2O THF). Run in C1CCOC1 (THF). Run at temperature 0 celsius, time 3 hour. The product is NCC1=CC(=C(C=C1)C1=C(C=CC=C1)OCC)N (4-aminomethyl-2′-ethoxy-biphenyl-2-ylamine), oil. The yield is 82.0%. RXN SMILES: [CH2:1]([O:3][C:4]1[CH:9]=[CH:8][CH:7]=[CH:6][C:5]=1[C:10]1[CH:15]=[CH:14][C:13]([C:16]#[N:17])=[CH:12][C:11]=1[N+:18]([O-])=O)[CH3:2].B.C1COCC1.O.C1COCC1>C1COCC1>[NH2:17][CH2:16][C:13]1[CH:14]=[CH:15][C:10]([C:5]2[CH:6]=[CH:7][CH:8]=[CH:9][C:4]=2[O:3][CH2:1][CH3:2])=[C:11]([NH2:18])[CH:12]=1 |f:1.2,3.4|. Procedure details: To a solution of 2′-ethoxy-2-nitrobiphenyl-4-carbonitrile (500 mg, 1.86 mmol) in THF (80 mL) was added a solution of BH3.THF (5.6 mL, 10% wt. in THF, 5.6 mmol) at 0° C. over 30 min. The reaction mixture was stirred at 0° C. for 3 h and then at room temperature for 15 h. The reaction solution was chilled to 0° C., and a H2O/THF mixture (3 mL) was added. After being agitated at room temperature for 6 h, the volatiles were removed under reduced pressure. The residue was dissolved in EtOAc (100 mL) ...